Task: describe an organic reaction: reactants, conditions, products, and yield. Dataset: the Open Reaction Database (ORD), a public repository of structured organic reaction records Starting materials: NC1=NC(=NC(=C1NCC#N)SCC1=C(C(=CC=C1)Cl)F)SCC1=C(C(=CC=C1)Cl)F ([[4-amino-2,6-bis[[(3-chloro-2-fluorophenyl)methyl]thio]-5-pyrimidinyl]amino]acetonitrile), [OH-].[K+] (potassium hydroxide). Run in CO (methanol), ClCCl (dichloromethane). Yields the product ClC=1C(=C(C=CC1)CSC1=NC2=NC(=CN=C2C(=N1)SCC1=C(C(=CC=C1)Cl)F)N)F (2,4-bis[[(3-chloro-2-fluorophenyl)methyl]thio]-7-pteridinamine). As a reaction SMILES: [NH2:1][C:2]1[C:7]([NH:8][CH2:9][C:10]#[N:11])=[C:6]([S:12][CH2:13][C:14]2[CH:19]=[CH:18][CH:17]=[C:16]([Cl:20])[C:15]=2[F:21])[N:5]=[C:4]([S:22][CH2:23][C:24]2[CH:29]=[CH:28][CH:27]=[C:26]([Cl:30])[C:25]=2[F:31])[N:3]=1.[OH-].[K+]>CO.ClCCl>[Cl:30][C:26]1[C:25]([F:31])=[C:24]([CH2:23][S:22][C:4]2[N:5]=[C:6]([S:12][CH2:13][C:14]3[CH:19]=[CH:18][CH:17]=[C:16]([Cl:20])[C:15]=3[F:21])[C:7]3[C:2](=[N:1][C:10]([NH2:11])=[CH:9][N:8]=3)[N:3]=2)[CH:29]=[CH:28][CH:27]=1 |f:1.2|. Procedure: A solution of the product from example 13, step (b) (1.4 g) and potassium hydroxide (110 mg) in methanol (80 ml) and dichloromethane (120 ml) was stirred at room temperature for 24 hours. After evaporation in vacuo, the residue rendered the subtitled compound as a pale yellow solid (1.4 g). Starting materials: ClCCC(=O)N1C2=C(NC(C3=C1C=CC=C3)=O)C=CC=N2 (11-(3-chloropropionyl)-5,11-dihydro-6H-pyrido-[2,3-b][1,4]-benzodiazepine-6-one), CC(CN1CCNCC1)=C (1-(2-methyl-allyl)-piperazine). The product is CC(CN1CCN(CC1)CCC(=O)N1C2=C(NC(C3=C1C=CC=C3)=O)C=CC=N2)=C (5,11-dihydro-11-{3-[4-(2-methyl-allyl)-1-piperazinyl]-propionyl}-6H-pyrido-[2,3-b][1,4]-benzodiazepine-6-one). Yield: 45.0%. As a reaction SMILES: Cl[CH2:2][CH2:3][C:4]([N:6]1[C:12]2[CH:13]=[CH:14][CH:15]=[CH:16][C:11]=2[C:10](=[O:17])[NH:9][C:8]2[CH:18]=[CH:19][CH:20]=[N:21][C:7]1=2)=[O:5].[CH3:22][C:23](=[CH2:31])[CH2:24][N:25]1[CH2:30][CH2:29][NH:28][CH2:27][CH2:26]1>>[CH3:31][C:23](=[CH2:22])[CH2:24][N:25]1[CH2:30][CH2:29][N:28]([CH2:2][CH2:3][C:4]([N:6]2[C:12]3[CH:13]=[CH:14][CH:15]=[CH:16][C:11]=3[C:10](=[O:17])[NH:9][C:8]3[CH:18]=[CH:19][CH:20]=[N:21][C:7]2=3)=[O:5])[CH2:27][CH2:26]1. Procedure details: Using the procedure of Example 2, 11-(3-chloropropionyl)-5,11-dihydro-6H-pyrido-[2,3-b][1,4]-benzodiazepine-6-one was reacted with 1-(2-methyl-allyl)-piperazine to obtain a 45% yield of 5,11-dihydro-11-{3-[4-(2-methyl-allyl)-1-piperazinyl]-propionyl}-6H-pyrido-[2,3-b][1,4]-benzodiazepine-6-one melting at 210°-211° C. after crystallization from ethanol. The reactants are CO, COC(=O)c1ccc(NC(=O)C(F)(F)c2ccc3c(c2)C(C)(C)CCC3(C)C)cc1, [Na+], [OH-], O. Yields the product CC1(C)CCC(C)(C)c2cc(C(F)(F)C(=O)Nc3ccc(C(=O)O)cc3)ccc21. Reaction SMILES: [CH3:34][OH:35].[F:1][C:2]([C:3](=[O:4])[NH:5][c:6]1[cH:7][cH:8][c:9]([C:10](=[O:11])[O:12][CH3:13])[cH:14][cH:15]1)([c:16]1[cH:17][c:18]2[c:23]([cH:24][cH:25]1)[C:22]([CH3:26])([CH3:27])[CH2:21][CH2:20][C:19]2([CH3:28])[CH3:29])[F:30].[Na+:33].[OH-:32].[OH2:31]>>[F:1][C:2]([C:3](=[O:4])[NH:5][c:6]1[cH:7][cH:8][c:9]([C:10](=[O:11])[OH:12])[cH:14][cH:15]1)([c:16]1[cH:17][c:18]2[c:23]([cH:24][cH:25]1)[C:22]([CH3:26])([CH3:27])[CH2:21][CH2:20][C:19]2([CH3:28])[CH3:29])[F:30]. The reactants are S(=O)(=O)(Cl)Cl (sulfonyl chloride), CO (methanol), N[C@H]1CC[C@H](CC1)C(=O)O (cis-4-aminocyclohexane-1-carboxylic acid). Run at temperature -10 celsius, time 10 minute. The product is Cl.N[C@H]1CC[C@H](CC1)C(=O)OC (methyl cis-4-aminocyclohexane-1-carboxylate hydrochloride). RXN SMILES: S(Cl)([Cl:4])(=O)=O.[NH2:6][C@@H:7]1[CH2:12][CH2:11][C@H:10]([C:13]([OH:15])=[O:14])[CH2:9][CH2:8]1.[CH3:16]O>>[ClH:4].[NH2:6][C@@H:7]1[CH2:12][CH2:11][C@H:10]([C:13]([O:15][CH3:16])=[O:14])[CH2:9][CH2:8]1 |f:3.4|. Procedure details: 5 cm3 of sulfonyl chloride are added dropwise to 50 cm3 of methanol cooled to −10° C. After stirring for 10 minutes at 20° C., 5.0 g of cis-4-aminocyclohexane-1-carboxylic acid are slowly added in fractions. After stirring for 2 hours at 20° C., the reaction mixture is concentrated to dryness under reduced pressure (2.7 kPa) at 20° C., to give 7.5 g of methyl cis-4-aminocyclohexane-1-carboxylate hydrochloride, in the form of a white powder. Starting materials: C(C)(=O)OC1(C(C(C=C1)=O)CCCCC)C (3-acetoxy-2-n-pentyl-3-methyl-4-cyclopentenone), S(O)(O)(=O)=O (sulfuric acid), resultant mixture. Solvent: O1CCCC1 (tetrahydrofuran). Product: OC1C(=C(C(C1)=O)CCCCC)C (4-hydroxy-2-n-pentyl-3-methyl-2-cyclopentenone). As a reaction SMILES: C(O[C:5]1([CH3:16])[CH:9]=[CH:8][C:7](=[O:10])[CH:6]1[CH2:11][CH2:12][CH2:13][CH2:14][CH3:15])(=O)C.S(=O)(=O)(O)[OH:18]>O1CCCC1>[OH:18][CH:9]1[CH2:8][C:7](=[O:10])[C:6]([CH2:11][CH2:12][CH2:13][CH2:14][CH3:15])=[C:5]1[CH3:16]. Reported procedure: In the same flask as in Example 1, there were charged 3-acetoxy-2-n-pentyl-3-methyl-4-cyclopentenone (2.24 g), tetrahydrofuran (10 ml) and 20% sulfuric acid (10 ml), and the resultant mixture was stirred at 30° to 50° C. for 6 hours. After completion of the reaction, the reaction mixture was subjected to post-treatment and purification as in example 1 to give 1.55 g of 4-hydroxy-2-n-pentyl-3-methyl-2-cyclopentenone. Yield, 85%.